Dataset: the Open Reaction Database (ORD), a public repository of structured organic reaction records. Task: describe an organic reaction: reactants, conditions, products, and yield The reactants are Cc1ccc(-c2nc(CCNCC(=O)OC(C)(C)C)cn2C(c2nc3cc(Cl)ccc3c(=O)n2Cc2ccccc2)C(C)C)cc1, ClCCl, O=C(O)C(F)(F)F. Product: Cc1ccc(-c2nc(CCNCC(=O)O)cn2C(c2nc3cc(Cl)ccc3c(=O)n2Cc2ccccc2)C(C)C)cc1. RXN SMILES: [C:1]([CH3:2])([CH3:3])([CH3:4])[O:5][C:6]([CH2:7][NH:8][CH2:9][CH2:10][c:11]1[n:12][c:13](-[c:39]2[cH:40][cH:41][c:42]([CH3:45])[cH:43][cH:44]2)[n:14]([CH:16]([CH:17]([CH3:18])[CH3:19])[c:20]2[n:21][c:22]3[cH:23][c:24]([Cl:38])[cH:25][cH:26][c:27]3[c:28](=[O:37])[n:29]2[CH2:30][c:31]2[cH:32][cH:33][cH:34][cH:35][cH:36]2)[cH:15]1)=[O:46].[CH2:54]([Cl:55])[Cl:56].[OH:47][C:48]([C:49]([F:50])([F:51])[F:52])=[O:53]>>[O:5]=[C:6]([CH2:7][NH:8][CH2:9][CH2:10][c:11]1[n:12][c:13](-[c:39]2[cH:40][cH:41][c:42]([CH3:45])[cH:43][cH:44]2)[n:14]([CH:16]([CH:17]([CH3:18])[CH3:19])[c:20]2[n:21][c:22]3[cH:23][c:24]([Cl:38])[cH:25][cH:26][c:27]3[c:28](=[O:37])[n:29]2[CH2:30][c:31]2[cH:32][cH:33][cH:34][cH:35][cH:36]2)[cH:15]1)[OH:46].